From a dataset of the Open Reaction Database (ORD), a public repository of structured organic reaction records. describe an organic reaction: reactants, conditions, products, and yield The reactants are FC([C@H](C1=CC=C(C=C1)F)N[C@H](C(=O)O)CSC(C1=CC=CC=C1)(C1=CC=CC=C1)C1=CC=CC=C1)(OC1=CC=C(C=C1)SC)F (2(R)-[2,2-difluoro-1(S)-(4-fluorophenyl)-2-(4-methylsulfanylphenoxy)-ethylamino]-3-tritylsulfanylpropionic acid), C(=O)(C(F)(F)F)O (TFA), C(C)[SiH](CC)CC (triethylsilane). The solvent is C(Cl)Cl (DCM). Run at time 3 hour. The product is FC([C@H](C1=CC=C(C=C1)F)N[C@H](C(=O)O)CS)(OC1=CC=C(C=C1)SC)F (2(R)-[2,2-difluoro-1(S)-(4-fluorophenyl)-2-(4-methylsulfanyl-phenoxy)ethylamino]-3-mercaptopropionic acid). RXN SMILES: [F:1][C:2]([F:46])([O:37][C:38]1[CH:43]=[CH:42][C:41]([S:44][CH3:45])=[CH:40][CH:39]=1)[C@@H:3]([NH:11][C@@H:12]([CH2:16][S:17]C(C1C=CC=CC=1)(C1C=CC=CC=1)C1C=CC=CC=1)[C:13]([OH:15])=[O:14])[C:4]1[CH:9]=[CH:8][C:7]([F:10])=[CH:6][CH:5]=1.C(O)(C(F)(F)F)=O.C([SiH](CC)CC)C>C(Cl)Cl>[F:46][C:2]([F:1])([O:37][C:38]1[CH:39]=[CH:40][C:41]([S:44][CH3:45])=[CH:42][CH:43]=1)[C@@H:3]([NH:11][C@@H:12]([CH2:16][SH:17])[C:13]([OH:15])=[O:14])[C:4]1[CH:5]=[CH:6][C:7]([F:10])=[CH:8][CH:9]=1. Procedure: To a solution of 2(R)-[2,2-difluoro-1(S)-(4-fluorophenyl)-2-(4-methylsulfanylphenoxy)-ethylamino]-3-tritylsulfanylpropionic acid (0.69 g, 1.04 mmol) in DCM (0.8 ml), TFA (0.322 ml, 4.18 mmol) and triethylsilane (0.332 ml) were added. After stirring 3 h, solvent and excess of TFA were evaporated under vacuum. The residue was dissolved in benzene and evaporated again on rotary evaporator to give 2(R)-[2,2-difluoro-1(S)-(4-fluorophenyl)-2-(4-methylsulfanyl-phenoxy)ethylamino]-3-mercaptopropionic ac... Reactants: N1N=CC=C1 (pyrazole), N#CN (cyanamide), Cl (hydrogen chloride). The solvent is C(OC)COC (dimethoxyethane). Yields the product Cl.N1(N=CC=C1)C(=N)N (1H-pyrazole-1-carboxamidine hydrochloride). RXN SMILES: [NH:1]1[CH:5]=[CH:4][CH:3]=[N:2]1.[N:6]#[C:7][NH2:8].[ClH:9]>C(COC)OC>[ClH:9].[N:1]1([C:7]([NH2:8])=[NH:6])[CH:5]=[CH:4][CH:3]=[N:2]1 |f:4.5|. Procedure: In a 500 ml four-necked flask fitted with gas inlet tube and gas outlet tube, internal thermometer and reflux condenser with in each case two safety wash bottles connected upstream and downstream, 34.1 g (0.5 mol.) of pyrazole and 21.0 g (0.5 mol.) of cyanamide are dissolved in 330 ml of dimethoxyethane. At 80° C., dry hydrogen chloride gas is introduced into the reaction solution at a rate of about 15 l/h for about 50 minutes. The solution is then allowed to cool and the precipitated solid is r... The reactants are ClC=1C=CC(=C(C1)C1=C(C(NC2=CC=C(C=C12)C(F)(F)F)=O)CC(=O)O)OC (4-(5-Chloro-2-methoxyphenyl)-1,2-dihydro-2-oxo-6-(trifluoromethyl)-3-quinolineacetic acid), Cl.[NH+]1=CC=CC=C1 (pyridinium hydrochloride), Cl (HCl). Conditions: temperature 185 celsius. Yields the product ClC=1C=CC(=C(C1)C1=C(C(NC2=CC=C(C=C12)C(F)(F)F)=O)CC(=O)O)O (4-(5-Chloro-2-hydroxyphenyl)-1,2-dihydro-2-oxo-6-(trifluoromethyl)-3-quinolineacetic acid). Yield: 86.2%. RXN SMILES: [Cl:1][C:2]1[CH:3]=[CH:4][C:5]([O:27]C)=[C:6]([C:8]2[C:17]3[C:12](=[CH:13][CH:14]=[C:15]([C:18]([F:21])([F:20])[F:19])[CH:16]=3)[NH:11][C:10](=[O:22])[C:9]=2[CH2:23][C:24]([OH:26])=[O:25])[CH:7]=1.Cl.[NH+]1C=CC=CC=1.Cl>>[Cl:1][C:2]1[CH:3]=[CH:4][C:5]([OH:27])=[C:6]([C:8]2[C:17]3[C:12](=[CH:13][CH:14]=[C:15]([C:18]([F:21])([F:20])[F:19])[CH:16]=3)[NH:11][C:10](=[O:22])[C:9]=2[CH2:23][C:24]([OH:26])=[O:25])[CH:7]=1 |f:1.2|. Procedure details: A neat mixture of crude 4-(5-chloro-2-methoxyphenyl)-1,2-dihydro-2-oxo-6-(trifluoromethyl)-3-quinolineacetic acid prepared in Step C (1.45 g, 3.5 mmol) and pyridinium hydrochloride (5 g, 43.3 mmol) was heated at 185° C. for 3 hours. Reaction mixture was allowed to cool and 1N HCl was added and then extracted with EtOAc to afford the title compound (1.20 g, 86%): mp 158-160° C.; Reactants: N[C@H]1CC[C@H](C2=CC=CC=C12)O ((1R,4S)-4-Amino-1,2,3,4-tetrahydro-naphthalen-1-ol), [H-].[Na+] (NaH), N (NH3), FC=1C=CC=2N(C1)C(=NN2)N2CCC(CC2)C(C)(O[Si](C(C)C)(C(C)C)C(C)C)C (6-Fluoro-3-[4-(1-methyl-1-triisopropylsilanyloxy-ethyl)-piperidin-1-yl]-[1,2,4]triazolo[4,3-a]pyridine). Run in C(Cl)Cl (DCM), CN(C)C=O (DMF), CO (MeOH), CN(C)C=O (DMF). Reaction conditions: time 45 minute. The product is CC(C)(O[Si](C(C)C)(C(C)C)C(C)C)C1CCN(CC1)C1=NN=C2N1C=C(C=C2)O[C@@H]2CC[C@@H](C1=CC=CC=C21)N ((1S,4R)-4-{3-[4-(1-Methyl-1-triisopropylsilanyloxy-ethyl)-piperidin-1-yl]-[1,2,4]triazolo[4,3-a]pyridin-6-yloxy}-1,2,3,4-tetrahydro-naphthalen-1-ylamine). Yield: 30.2%. Reaction SMILES: [NH2:1][C@@H:2]1[C:11]2[C:6](=[CH:7][CH:8]=[CH:9][CH:10]=2)[C@H:5]([OH:12])[CH2:4][CH2:3]1.[H-].[Na+].F[C:16]1[CH:17]=[CH:18][C:19]2[N:20]([C:22]([N:25]3[CH2:30][CH2:29][CH:28]([C:31]([CH3:44])([O:33][Si:34]([CH:41]([CH3:43])[CH3:42])([CH:38]([CH3:40])[CH3:39])[CH:35]([CH3:37])[CH3:36])[CH3:32])[CH2:27][CH2:26]3)=[N:23][N:24]=2)[CH:21]=1.N>CN(C=O)C.CO.C(Cl)Cl>[CH3:32][C:31]([CH:28]1[CH2:27][CH2:26][N:25]([C:22]2[N:20]3[CH:21]=[C:16]([O:12][C@H:5]4[C:6]5[C:11](=[CH:10][CH:9]=[CH:8][CH:7]=5)[C@@H:2]([NH2:1])[CH2:3][CH2:4]4)[CH:17]=[CH:18][C:19]3=[N:24][N:23]=2)[CH2:30][CH2:29]1)([O:33][Si:34]([CH:41]([CH3:43])[CH3:42])([CH:38]([CH3:39])[CH3:40])[CH:35]([CH3:36])[CH3:37])[CH3:44] |f:1.2|. Reported procedure: To a solution of Intermediate A (129 mg, 0.788 mmol) in dry DMF (2 mL) at RT under Ar was added NaH (60% dispersion in oil, 45.0 mg, 1.13 mmol) (CARE: gas evolution) and the resulting opaque brown solution stirred at RT for 45 min. A solution of Intermediate 74b (326 mg, 0.750 mmol) in dry DMF (2 mL) was added and the resulting dark brown solution stirred at 60° C. for 2.5 h. The solution was concentrated in vacuo, redissolved in MeOH (2 mL) and AcOH (0.100 mL), applied to an SCX-2 cartridge and... Reactants: C(C)OC(CC1=NC(=CC(=N1)Cl)OC)=O ((4-chloro-6-methoxypyrimidin-2-yl)acetic acid ethyl ester), N1CCOCC1 (morpholine). The product is C(C)OC(CC1=NC(=CC(=N1)OC)N1CCOCC1)=O ((4-methoxy-6-morpholin-4-ylpyrimidin-2-yl)acetic acid ethyl ester). As a reaction SMILES: [CH2:1]([O:3][C:4](=[O:15])[CH2:5][C:6]1[N:11]=[C:10](Cl)[CH:9]=[C:8]([O:13][CH3:14])[N:7]=1)[CH3:2].[NH:16]1[CH2:21][CH2:20][O:19][CH2:18][CH2:17]1>>[CH2:1]([O:3][C:4](=[O:15])[CH2:5][C:6]1[N:7]=[C:8]([O:13][CH3:14])[CH:9]=[C:10]([N:16]2[CH2:21][CH2:20][O:19][CH2:18][CH2:17]2)[N:11]=1)[CH3:2]. Procedure: 1.5 g of (4-chloro-6-methoxypyrimidin-2-yl)acetic acid ethyl ester and 20 ml of morpholine are mixed together in a microwave tube. After microwave irradiation for 1 h at 90° C., the reaction mixture is concentrated under reduced pressure and then diluted with 300 ml of ethyl acetate and 300 ml of water. After settling out, the organic phase is dried over magnesium sulfate, filtered, and then concentrated under reduced pressure. 1.9 g of (4-methoxy-6-morpholin-4-ylpyrimidin-2-yl)acetic acid ethyl... Reactants: [BH4-].[Na+] (sodium borohydride), C1=CC=CC=C1 (benzene), COC(C(=C(C)C)N1C([C@@H]([C@H]1SSC=1SC2=C(N1)C=CC=C2)OC(COC2=CC=CC=C2)=O)=O)=O (2-[(3S,4R)-4-(benzthiazol-2-yldithio)-3-phenoxyacetoxy-2oxoazetidin-1-yl]-3-methylcrotonic acid methyl ester), C(C)(=O)Br (acetyl bromide). Run in CN(C=O)C (dimethylformamide), CN(C=O)C (dimethylformamide). Run at time 10 minute. Product: COC(C(=C(C)C)N1C([C@@H]([C@H]1SC(C)=O)OC(COC1=CC=CC=C1)=O)=O)=O ((3S,4R)-4-acetylthio-3-phenoxyacetoxy-2-oxoazetidin-1-yl-3-methylcrotonic acid methyl ester). RXN SMILES: [CH3:1][O:2][C:3](=[O:35])[C:4]([N:8]1[C@H:11]([S:12]SC2SC3C=CC=CC=3N=2)[C@@H:10]([O:23][C:24](=[O:33])[CH2:25][O:26][C:27]2[CH:32]=[CH:31][CH:30]=[CH:29][CH:28]=2)[C:9]1=[O:34])=[C:5]([CH3:7])[CH3:6].[BH4-].[Na+].[C:38](Br)(=[O:40])[CH3:39].C1C=CC=CC=1>CN(C)C=O>[CH3:1][O:2][C:3](=[O:35])[C:4]([N:8]1[C@H:11]([S:12][C:38](=[O:40])[CH3:39])[C@@H:10]([O:23][C:24](=[O:33])[CH2:25][O:26][C:27]2[CH:28]=[CH:29][CH:30]=[CH:31][CH:32]=2)[C:9]1=[O:34])=[C:5]([CH3:6])[CH3:7] |f:1.2|. Reported procedure: A solution of 687 mg (1.29 mmole) of 2-[(3S,4R)-4-(benzthiazol-2-yldithio)-3-phenoxyacetoxy-2oxoazetidin-1-yl]-3-methylcrotonic acid methyl ester in 14 ml of dimethylformamide is added to a solution, cooled to -20°, of 76 mg (2 mmole) of sodium borohydride in 10 ml of dimethylformamide and the mixture is stirred at the same temperature for 10 minutes. 7 ml of freshly distilled acetyl bromide are added to the reaction mixture, which is further stirred at 0° for 40 minutes. After adding 400 ml of ...